The task is: describe an organic reaction: reactants, conditions, products, and yield. This data is from the Open Reaction Database (ORD), a public repository of structured organic reaction records. Reactants: C(CCO)O (1,3-propanediol), [H-].[Na+] (sodium hydride), ClCOC(C)C (Chloromethylisopropyl ether). Solvent: O1CCCC1 (tetrahydrofuran), O1CCCC1 (tetrahydrofuran). Run at time 1 hour. Yields the product C(C)(C)OCOCCCO (3-(Isopropoxymethoxy)propanol). Reaction SMILES: [CH2:1]([OH:5])[CH2:2][CH2:3][OH:4].[H-].[Na+].Cl[CH2:9][O:10][CH:11]([CH3:13])[CH3:12]>O1CCCC1>[CH:11]([O:10][CH2:9][O:4][CH2:3][CH2:2][CH2:1][OH:5])([CH3:13])[CH3:12] |f:1.2|. Reported procedure: A solution of 1,3-propanediol (19.4 g, 255 mmol) in dry tetrahydrofuran (100 ml) under nitrogen at 0°-5° C. was treated with sodium hydride (2.04 g, 85 mmol) and stirred for 1 hour. Chloromethylisopropyl ether (9 g, 83 mmol) in dry tetrahydrofuran (15 ml) was added over 15 min. Stirring was continued for a further 2 hours. The reaction mixture was filtered and the filtrate was evaporated in vacuo. The residue was purified by column chromatography on silica eluting with dichloromethane:methanol (... Starting materials: FC=1C=C(C=C2CCC(N(C12)C)=O)B1OC(C(O1)(C)C)(C)C (8-fluoro-1-methyl-6-(4,4,5,5-tetramethyl-[1,3,2]dioxaborolan-2-yl)-3,4-dihydro-1H-quinolin-2-one), BrC=1C=C(C=NC1)CNS(=O)(=O)CC (ethanesulfonic acid (5-bromo-pyridin-3-ylmethyl)-amide), C([O-])([O-])=O.[Na+].[Na+] (sodium carbonate). The reagents and catalysts are Cl[Pd]([P](C1=CC=CC=C1)(C2=CC=CC=C2)C3=CC=CC=C3)([P](C4=CC=CC=C4)(C5=CC=CC=C5)C6=CC=CC=C6)Cl (bis(triphenylphosphine)-palladium(II) chloride). Run in CN(C)C=O (DMF), CCOC(=O)C (EtOAc). Reaction conditions: temperature 120 celsius. Product: FC=1C=C(C=C2CCC(N(C12)C)=O)C=1C=C(C=NC1)CNS(=O)(=O)CC (Ethanesulfonic acid [5-(8-fluoro-1-methyl-2-oxo-1,2,3,4-tetrahydro-quinolin-6-yl)-pyridin-3-ylmethyl]-amide). The yield is 49.8%. RXN SMILES: [F:1][C:2]1[CH:3]=[C:4](B2OC(C)(C)C(C)(C)O2)[CH:5]=[C:6]2[C:11]=1[N:10]([CH3:12])[C:9](=[O:13])[CH2:8][CH2:7]2.Br[C:24]1[CH:25]=[C:26]([CH2:30][NH:31][S:32]([CH2:35][CH3:36])(=[O:34])=[O:33])[CH:27]=[N:28][CH:29]=1.C(=O)([O-])[O-].[Na+].[Na+]>CN(C=O)C.CCOC(C)=O.Cl[Pd](Cl)([P](C1C=CC=CC=1)(C1C=CC=CC=1)C1C=CC=CC=1)[P](C1C=CC=CC=1)(C1C=CC=CC=1)C1C=CC=CC=1>[F:1][C:2]1[CH:3]=[C:4]([C:24]2[CH:25]=[C:26]([CH2:30][NH:31][S:32]([CH2:35][CH3:36])(=[O:33])=[O:34])[CH:27]=[N:28][CH:29]=2)[CH:5]=[C:6]2[C:11]=1[N:10]([CH3:12])[C:9](=[O:13])[CH2:8][CH2:7]2 |f:2.3.4,^1:56,75|. Procedure details: A mixture of 8-fluoro-1-methyl-6-(4,4,5,5-tetramethyl-[1,3,2]dioxaborolan-2-yl)-3,4-dihydro-1H-quinolin-2-one (20 mg, 0.066 mmol), ethanesulfonic acid (5-bromo-pyridin-3-ylmethyl)-amide (intermediate A-11, 27.4 mg, 0.098 mmol), bis(triphenylphosphine)-palladium(II) chloride (4.6 mg, 0.0066 mmol) and aq. sodium carbonate solution (2 N, 0.07 mL) in DMF (1 mL) was heated in a microwave at 120° C. for 30 min. The resulting reaction mixture was then diluted with EtOAc, washed with water, dried over s... Reactants: B(O)(O)C1=CC=C(C(=O)O)C=C1 (4-boronobenzoic acid), BrC=1C=C2C(C=COC2=CC1)=O (6-bromo-4H-chromen-4-one). The product is O=C1C=COC2=CC=C(C=C12)C1=CC=C(C(=O)O)C=C1 (4-(4-oxo-4H-chromen-6-yl)benzoic Acid). Reaction SMILES: B([C:4]1[CH:12]=[CH:11][C:7]([C:8]([OH:10])=[O:9])=[CH:6][CH:5]=1)(O)O.Br[C:14]1[CH:15]=[C:16]2[C:21](=[CH:22][CH:23]=1)[O:20][CH:19]=[CH:18][C:17]2=[O:24]>>[O:24]=[C:17]1[C:16]2[C:21](=[CH:22][CH:23]=[C:14]([C:4]3[CH:12]=[CH:11][C:7]([C:8]([OH:10])=[O:9])=[CH:6][CH:5]=3)[CH:15]=2)[O:20][CH:19]=[CH:18]1. Procedure details: The title compound was prepared as described in EXAMPLE 4A using 4-boronobenzoic acid in place of 4-(methoxycarbonyl)phenylboronic acid and 6-bromo-4H-chromen-4-one in place of 1-bromo-3-iodobenzene. The reactants are COC(=O)CCCBr, Cl, [K+], [K+], c1cnn(-c2ccc(Oc3ccc(OCC4CCCN4)cc3)cc2)c1, O=C([O-])[O-], CN(C)C=O. Product: COC(=O)CCCN1CCCC1COc1ccc(Oc2ccc(-n3cccn3)cc2)cc1. As a reaction SMILES: [CH3:33][O:34][C:35]([CH2:36][CH2:37][CH2:38][Br:39])=[O:40].[ClH:26].[K+:27].[K+:28].[NH:1]1[CH:2]([CH2:6][O:7][c:8]2[cH:9][cH:10][c:11]([O:12][c:13]3[cH:14][cH:15][c:16](-[n:19]4[n:20][cH:21][cH:22][cH:23]4)[cH:17][cH:18]3)[cH:24][cH:25]2)[CH2:3][CH2:4][CH2:5]1.[O-:29][C:30]([O-:31])=[O:32].[O:41]=[CH:42][N:43]([CH3:44])[CH3:45]>>[N:1]1([CH2:38][CH2:37][CH2:36][C:35]([O:34][CH3:33])=[O:40])[CH:2]([CH2:6][O:7][c:8]2[cH:9][cH:10][c:11]([O:12][c:13]3[cH:14][cH:15][c:16](-[n:19]4[n:20][cH:21][cH:22][cH:23]4)[cH:17][cH:18]3)[cH:24][cH:25]2)[CH2:3][CH2:4][CH2:5]1.